Dataset: the Open Reaction Database (ORD), a public repository of structured organic reaction records. Task: describe an organic reaction: reactants, conditions, products, and yield Starting materials: BrC1=CC=C2CN(C(C2=C1)=O)[C@@H](C(=O)OC)C(C)C ((R)-Methyl 2-(6-bromo-1-oxoisoindolin-2-yl)-3-methylbutanoate), compound, Cl.COC(C(N)(C)C)=O (2,2-dimethyl glycine methyl ester hydrochloride). Yields the product BrC1=CC=C2CN(C(C2=C1)=O)C(C(=O)OC)(C)C (Methyl 2-(6-bromo-1-oxoisoindolin-2-yl)-2-methylpropanoate). As a reaction SMILES: [Br:1][C:2]1[CH:10]=[C:9]2[C:5]([CH2:6][N:7]([C@H:12]([CH:17](C)C)[C:13]([O:15][CH3:16])=[O:14])[C:8]2=[O:11])=[CH:4][CH:3]=1.Cl.[CH3:21]OC(=O)C(C)(C)N>>[Br:1][C:2]1[CH:10]=[C:9]2[C:5]([CH2:6][N:7]([C:12]([CH3:17])([CH3:21])[C:13]([O:15][CH3:16])=[O:14])[C:8]2=[O:11])=[CH:4][CH:3]=1 |f:1.2|. Procedure: The compound of example 338 was prepared analogous to compound of example 329 by reaction of the compound of example 328 and 2,2-dimethyl glycine methyl ester hydrochloride. The reactants are Cl, Cl[Cu], O=N[O-], Nc1ccc2c(c1)C(=O)CCC2, [Na+], O. Yields the product O=C1CCCc2ccc(Cl)cc21. Reaction SMILES: [ClH:17].[Cu:19][Cl:20].[N:13]([O-:14])=[O:15].[NH2:1][c:2]1[cH:3][cH:4][c:5]2[c:10]([cH:11]1)[C:9](=[O:12])[CH2:8][CH2:7][CH2:6]2.[Na+:16].[OH2:18]>>[c:2]1([Cl:17])[cH:3][cH:4][c:5]2[c:10]([cH:11]1)[C:9](=[O:12])[CH2:8][CH2:7][CH2:6]2. Reactants: Br, CN1Cc2cc(N)ccc2C(C)(C)C1, O=N[O-], [Na+], O, O=S(=O)(O)O. Yields the product CN1Cc2cc(Br)ccc2C(C)(C)C1. As a reaction SMILES: [BrH:19].[CH3:1][N:2]1[CH2:3][c:4]2[cH:5][c:6]([NH2:14])[cH:7][cH:8][c:9]2[C:10]([CH3:12])([CH3:13])[CH2:11]1.[N:15]([O-:16])=[O:17].[Na+:18].[OH2:25].[S:20](=[O:21])(=[O:22])([OH:23])[OH:24]>>[CH3:1][N:2]1[CH2:3][c:4]2[cH:5][c:6]([Br:19])[cH:7][cH:8][c:9]2[C:10]([CH3:12])([CH3:13])[CH2:11]1. Reactants: ClC1=CC2=C(N=N1)SCCO2 (3-chloro-6,7-dihydro[1,4]oxathiino[3,2-c]pyridazine), C([O-])([O-])=O.[K+].[K+] (potassium carbonate), B1(OB(OB(O1)C=C)C=C)C=C.C1=CC=NC=C1 (2,4,6-trivinylcyclotriboroxane pyridine complex), O (water). The reagents and catalysts are C=1C=CC(=CC1)[P](C=2C=CC=CC2)(C=3C=CC=CC3)[Pd]([P](C=4C=CC=CC4)(C=5C=CC=CC5)C=6C=CC=CC6)([P](C=7C=CC=CC7)(C=8C=CC=CC8)C=9C=CC=CC9)[P](C=1C=CC=CC1)(C=1C=CC=CC1)C=1C=CC=CC1 (tetrakis(triphenylphosphine)palladium). The solvent is C(OC)COC (dimethoxyethane). Conditions: temperature 96 celsius. Yields the product C(=C)C1=CC2=C(N=N1)SCCO2 (3-Ethenyl-6,7-dihydro[1,4]oxathiino[3,2-c]pyridazine). Isolated yield 71.2%. Reaction SMILES: Cl[C:2]1[N:7]=[N:6][C:5]2[S:8][CH2:9][CH2:10][O:11][C:4]=2[CH:3]=1.C(=O)([O-])[O-].[K+].[K+].B1(C=C)OB([CH:24]=[CH2:25])OB(C=C)O1.C1C=CN=CC=1.O>C(COC)OC.C1C=CC([P]([Pd]([P](C2C=CC=CC=2)(C2C=CC=CC=2)C2C=CC=CC=2)([P](C2C=CC=CC=2)(C2C=CC=CC=2)C2C=CC=CC=2)[P](C2C=CC=CC=2)(C2C=CC=CC=2)C2C=CC=CC=2)(C2C=CC=CC=2)C2C=CC=CC=2)=CC=1>[CH:24]([C:2]1[N:7]=[N:6][C:5]2[S:8][CH2:9][CH2:10][O:11][C:4]=2[CH:3]=1)=[CH2:25] |f:1.2.3,4.5,^1:46,48,67,86|. Reported procedure: A solution of 3-chloro-6,7-dihydro[1,4]oxathiino[3,2-c]pyridazine (450 mg, 2.4 mmol) in dimethoxyethane (12 ml) was treated with tetrakis(triphenylphosphine)palladium (0) (61 mg), potassium carbonate (313 mg), 2,4,6-trivinylcyclotriboroxane pyridine complex (375 mg) and water (1.5 ml). The mixture was heated at 96° C., overnight. The mixture was evaporated to dryness, treated with aqueous sodium bicarbonate solution, extracted (4×) with DCM, dried (sodium sulphate), evaporated and chromatographe... Reactants: C(C)(C)N(CCC(C#N)C1=CC=CC2=CC=CC=C12)C(C)C (α-[2-(diisopropylamino)ethyl]-α-(1-naphthyl)acetonitrile), ClCCN(C(C)C)C(C)C (2-chloro-N,N-diisopropylethylamine), ClCCN1CCC(CC1)C1=CC=CC=C1 (1-(2-chloroethyl)-4-phenylpiperidine), C1(=CC=C(C=C1)C(C#N)CCN(C(C)C)C(C)C)C1=CC=CC=C1 (α-(4-biphenylyl)-α-[2-(diisopropylamino)ethyl]acetonitrile). Product: C(C)(C)N(CCC(C#N)(CCN1CCC(CC1)C1=CC=CC=C1)C1=CC=CC2=CC=CC=C12)C(C)C (α-[2-(diisopropylamino)ethyl]-α-(1-naphthyl)-α-[2-(4-phenyl-1-piperidinyl)ethyl]acetonitrile). Reaction SMILES: [CH:1]([N:4]([CH:20]([CH3:22])[CH3:21])[CH2:5][CH2:6][CH:7]([C:10]1[C:19]2[C:14](=[CH:15][CH:16]=[CH:17][CH:18]=2)[CH:13]=[CH:12][CH:11]=1)[C:8]#[N:9])([CH3:3])[CH3:2].Cl[CH2:24][CH2:25][N:26]1[CH2:31][CH2:30][CH:29]([C:32]2[CH:37]=[CH:36][CH:35]=[CH:34][CH:33]=2)[CH2:28][CH2:27]1.C1(C2C=CC=CC=2)C=CC(C(CCN(C(C)C)C(C)C)C#N)=CC=1.ClCCN(C(C)C)C(C)C>>[CH:20]([N:4]([CH:1]([CH3:3])[CH3:2])[CH2:5][CH2:6][C:7]([C:10]1[C:19]2[C:14](=[CH:15][CH:16]=[CH:17][CH:18]=2)[CH:13]=[CH:12][CH:11]=1)([CH2:24][CH2:25][N:26]1[CH2:27][CH2:28][CH:29]([C:32]2[CH:37]=[CH:36][CH:35]=[CH:34][CH:33]=2)[CH2:30][CH2:31]1)[C:8]#[N:9])([CH3:22])[CH3:21]. Procedure: Substitution of equivalent quantities of α-[2-(diisopropylamino)ethyl]-α-(1-naphthyl)acetonitrile and 1-(2-chloroethyl)-4-phenylpiperidine for α-(4-biphenylyl)-α-[2-(diisopropylamino)ethyl]acetonitrile and 2-chloro-N,N-diisopropylethylamine called for in Example 2, Method B, respectively and substantial repetition of the procedure detailed therein, affords α-[2-(diisopropylamino)ethyl]-α-(1-naphthyl)-α-[2-(4-phenyl-1-piperidinyl)ethyl]acetonitrile. The reactants are COC(=O)c1c(F)cc(Br)cc1F, CS(C)=O, [H-], [Mg+2], C[N+](=O)[O-], [Na+], O=S(=O)([O-])[O-]. The product is COC(=O)c1c(F)cc(Br)cc1C[N+](=O)[O-]. RXN SMILES: [CH3:13][O:14][C:15]([c:16]1[c:17]([F:24])[cH:18][c:19]([Br:23])[cH:20][c:21]1[F:22])=[O:25].[CH3:26][S:27]([CH3:28])=[O:29].[H-:5].[Mg+2:7].[N+:1](=[O:2])([O-:3])[CH3:4].[Na+:6].[O-:8][S:9]([O-:10])(=[O:11])=[O:12]>>[N+:1](=[O:2])([O-:3])[CH2:4][c:17]1[c:16]([C:15]([O:14][CH3:13])=[O:25])[c:21]([F:22])[cH:20][c:19]([Br:23])[cH:18]1. Reactants: O=C([O-])[O-], CCN, COc1ccccc1C=C1N=C(C)OC1=O, CCO, [K+], [K+]. Yields the product CCN1C(=O)C(=Cc2ccccc2OC)N=C1C. As a reaction SMILES: [C:20](=[O:21])([O-:22])[O-:23].[CH3:17][CH2:18][NH2:19].[CH3:1][O:2][c:3]1[c:4]([CH:5]=[C:6]2[N:7]=[C:8]([CH3:12])[O:9][C:10]2=[O:11])[cH:13][cH:14][cH:15][cH:16]1.[CH3:26][CH2:27][OH:28].[K+:24].[K+:25]>>[CH3:1][O:2][c:3]1[c:4]([CH:5]=[C:6]2[N:7]=[C:8]([CH3:12])[N:19]([CH2:18][CH3:17])[C:10]2=[O:11])[cH:13][cH:14][cH:15][cH:16]1. Starting materials: C(C1=CC=CC=C1)OC1=CC=C(C=C1)NC=1C2=C(N=CN1)C=NC(=C2)C2=CC=C(O2)C=O (5-(4-(4-Benzyloxy-phenylamino)-pyrido[3,4-d]pyrimidin-6-yl)-furan-2-carbaldehyde), CS(=O)CCN ([2-(methanesulphinyl)ethyl]amine). Product: C(C1=CC=CC=C1)OC1=CC=C(C=C1)NC=1C2=C(N=CN1)C=NC(=C2)C=2OC(=CC2)CNCCS(=O)C ((4-Benzyloxy-phenyl)-(6-(5-((2-methanesulphinyl-ethylamino)-methyl)-furan-2-yl)-pyrido[3,4-d]pyrimidin-4-yl)-amine). As a reaction SMILES: [CH2:1]([O:8][C:9]1[CH:14]=[CH:13][C:12]([NH:15][C:16]2[C:17]3[CH:25]=[C:24]([C:26]4[O:30][C:29]([CH:31]=O)=[CH:28][CH:27]=4)[N:23]=[CH:22][C:18]=3[N:19]=[CH:20][N:21]=2)=[CH:11][CH:10]=1)[C:2]1[CH:7]=[CH:6][CH:5]=[CH:4][CH:3]=1.[CH3:33][S:34]([CH2:36][CH2:37][NH2:38])=[O:35]>>[CH2:1]([O:8][C:9]1[CH:10]=[CH:11][C:12]([NH:15][C:16]2[C:17]3[CH:25]=[C:24]([C:26]4[O:30][C:29]([CH2:31][NH:38][CH2:37][CH2:36][S:34]([CH3:33])=[O:35])=[CH:28][CH:27]=4)[N:23]=[CH:22][C:18]=3[N:19]=[CH:20][N:21]=2)=[CH:13][CH:14]=1)[C:2]1[CH:3]=[CH:4][CH:5]=[CH:6][CH:7]=1. Procedure details: In an analogous manner to Example 1, 5-(4-(4-Benzyloxy-phenylamino)-pyrido[3,4-d]pyrimidin-6-yl)-furan-2-carbaldehyde and [2-(methanesulphinyl)ethyl]amine were converted into the title compound; δH [2H6]-DMSO 10.20 (1H, b), 9.11 (1H, s), 8.67 (1H, s), 8.59 (1H, s), 7.72 (2H, d), 7.53−7.30 (5H, m), 7.17−7.04 (3H, m), 6.52 (1H, d), 5.15 (2H, s), 3.87 (2H, s), 3.08−2.75 (4H, m), 2.55 (3H, s); m/z 514 (M+1)+. Reactants: ClC1=CC2=C([C@@H](CNCC2)C2=CC=CC=C2)C=C1OC ((S)-7-chloro-8-methoxy-1-phenyl-2,3,4,5-tetrahydro-1H-3-benzazepine), C=O (formaldehyde). Run in C(=O)O (formic acid). Yields the product ClC1=CC2=C([C@@H](CN(CC2)C)C2=CC=CC=C2)C=C1OC ((S)-7-chloro-8-methoxy-3-methyl-1-phenyl-2,3,4,5-tetrahydro-1H-3-benzazepine). RXN SMILES: [Cl:1][C:2]1[C:18]([O:19][CH3:20])=[CH:17][C:5]2[C@H:6]([C:11]3[CH:16]=[CH:15][CH:14]=[CH:13][CH:12]=3)[CH2:7][NH:8][CH2:9][CH2:10][C:4]=2[CH:3]=1.[CH2:21]=O>C(O)=O>[Cl:1][C:2]1[C:18]([O:19][CH3:20])=[CH:17][C:5]2[C@H:6]([C:11]3[CH:16]=[CH:15][CH:14]=[CH:13][CH:12]=3)[CH2:7][N:8]([CH3:21])[CH2:9][CH2:10][C:4]=2[CH:3]=1. Procedure details: Reflux for 4 hours, a solution of 52.0 g (0.18 moles) of the product of step C in a mixture of 96 ml of 37% formaldehyde and 144 ml of 90% formic acid. Distill almost to dryness at 100° C. under reduced pressure (about 100 mm). Dissolve the residue in a mixture of 500 ml of 1 N sodium hydroxide and 500 ml of ethyl ether with cooling and stirring. Separate the ether layer, dry over anhydrous sodium sulfate, and evaporate to give (S)-7-chloro-8-methoxy-3-methyl-1-phenyl-2,3,4,5-tetrahydro-1H-3-ben... Starting materials: COC(=O)C=1C(=C2C=C(C(N(C2=CN1)CC1=CC=CC=C1)=O)C1=CC(=CC=C1)C(F)(F)F)O (1-benzyl-5-hydroxy-2-oxo-3-(3-trifluoromethyl-phenyl)-1,2-dihydro-[1,7]naphthyridine-6-carboxylic acid methyl ester), BrN1C(CCC1=O)=O (N-bromosuccinimide). Solvent: C(Cl)Cl (CH2Cl2). The product is COC(=O)C=1C(=C2C=C(C(N(C2=C(N1)Br)CC1=CC=CC=C1)=O)C1=CC(=CC=C1)C(F)(F)F)O (1-Benzyl-8-bromo-5-hydroxy-2-oxo-3-(3-trifluoromethyl-phenyl)-1,2-dihydro-[1,7]naphthyridine-6-carboxylic acid methyl ester). The yield is 57.0%. As a reaction SMILES: [CH3:1][O:2][C:3]([C:5]1[C:6]([OH:33])=[C:7]2[C:12](=[CH:13][N:14]=1)[N:11]([CH2:15][C:16]1[CH:21]=[CH:20][CH:19]=[CH:18][CH:17]=1)[C:10](=[O:22])[C:9]([C:23]1[CH:28]=[CH:27][CH:26]=[C:25]([C:29]([F:32])([F:31])[F:30])[CH:24]=1)=[CH:8]2)=[O:4].[Br:34]N1C(=O)CCC1=O>C(Cl)Cl>[CH3:1][O:2][C:3]([C:5]1[C:6]([OH:33])=[C:7]2[C:12](=[C:13]([Br:34])[N:14]=1)[N:11]([CH2:15][C:16]1[CH:17]=[CH:18][CH:19]=[CH:20][CH:21]=1)[C:10](=[O:22])[C:9]([C:23]1[CH:28]=[CH:27][CH:26]=[C:25]([C:29]([F:32])([F:31])[F:30])[CH:24]=1)=[CH:8]2)=[O:4]. Procedure details: A mixture of 1-benzyl-5-hydroxy-2-oxo-3-(3-trifluoromethyl-phenyl)-1,2-dihydro-[1,7]naphthyridine-6-carboxylic acid methyl ester (115 mg, 0.25 mmol) and N-bromosuccinimide (50 mg, 0.28 mmol) in CH2Cl2 (1 mL) was refluxed for 3 h. Solvent was evaporated in vacuo, and the residue was purified by silica gel chromatography (5-20% EtOAc/hexanes+1% AcOH) to give 76 mg of the title compound as a yellow solid. MS: (−) m/z 531.17, 533.12 (M-1, 79/81Br).